This data is from the Open Reaction Database (ORD), a public repository of structured organic reaction records. The task is: describe an organic reaction: reactants, conditions, products, and yield Reactants: C[Mg]Br (methylmagnesium bromide), C(C)(C)(C)OC(=O)N1C[C@@H](CCC1)N(C(=O)C=1C(=CC2=C(N(C(C(O2)(C(=O)OCC)C)=O)CCCCOC)C1)C(F)(F)F)C(C)C (ethyl 6-{[[(3R)-1-(tert-butoxycarbonyl)piperidin-3-yl](isopropyl)amino]-carbonyl}-4-(4-methoxybutyl)-2-methyl-3-oxo-7-(trifluoromethyl)-3,4-dihydro-2H-1,4-benzoxazine-2-carboxylate), [Cl-].[NH4+] (ammonium chloride). The solvent is O1CCCC1 (tetrahydrofuran). Run at time 3 hour. The product is OC(C)(C)C1(OC2=C(N(C1=O)CCCCOC)C=C(C(=C2)C(F)(F)F)C(=O)N([C@H]2CN(CCC2)C(=O)OC(C)(C)C)C(C)C)C (tert-Butyl (3R)-3-[{[2-(1-hydroxy-1-methylethyl)-4-(4-methoxybutyl)-2-methyl-3-oxo-7-(trifluoro-methyl)-3,4-dihydro-2H-1,4-benzoxazin-6-yl]carbonyl}(isopropyl)amino]piperidine-1-carboxylate). Yield: 151.2%. Reaction SMILES: [C:1]([O:5][C:6]([N:8]1[CH2:13][CH2:12][CH2:11][C@@H:10]([N:14]([CH:44]([CH3:46])[CH3:45])[C:15]([C:17]2[C:18]([C:40]([F:43])([F:42])[F:41])=[CH:19][C:20]3[O:25][C:24]([CH3:31])(C(OCC)=O)[C:23](=[O:32])[N:22]([CH2:33][CH2:34][CH2:35][CH2:36][O:37][CH3:38])[C:21]=3[CH:39]=2)=[O:16])[CH2:9]1)=[O:7])([CH3:4])([CH3:3])[CH3:2].C[Mg]Br.[Cl-].[NH4+]>O1CCCC1>[OH:5][C:1]([C:24]1([CH3:31])[C:23](=[O:32])[N:22]([CH2:33][CH2:34][CH2:35][CH2:36][O:37][CH3:38])[C:21]2[CH:39]=[C:17]([C:15]([N:14]([CH:44]([CH3:45])[CH3:46])[C@@H:10]3[CH2:11][CH2:12][CH2:13][N:8]([C:6]([O:5][C:1]([CH3:2])([CH3:4])[CH3:3])=[O:7])[CH2:9]3)=[O:16])[C:18]([C:40]([F:43])([F:41])[F:42])=[CH:19][C:20]=2[O:25]1)([CH3:3])[CH3:2] |f:2.3|. Reported procedure: A solution of ethyl 6-{[[(3R)-1-(tert-butoxycarbonyl)piperidin-3-yl](isopropyl)amino]-carbonyl}-4-(4-methoxybutyl)-2-methyl-3-oxo-7-(trifluoromethyl)-3,4-dihydro-2H-1,4-benzoxazine-2-carboxylate (150 mg) in tetrahydrofuran (2 ml) was cooled with ice, and thereto was added dropwise methylmagnesium bromide (1M tetrahydrofuran solution, 1.2 ml), and the mixture was stirred at room temperature for 3 hours. To the reaction solution was added a saturated aqueous ammonium chloride solution, and the mix... The reactants are C(C)OC(CC1=NC=C(C=C1)C)=O ((5-methylpyridin-2-yl)acetic acid ethyl ester), C(C)OC(CC1=NC=C(C=C1)C)=O ((5-methylpyridin-2-yl)acetic acid ethyl ester), ClCCCCCl (1,4-dichlorobutane). Yields the product C(C)OC(=O)C1(CCCC1)C1=NC=C(C=C1)C (1-(5-methylpyridin-2-yl)cyclopentane carboxylic acid ethyl ester). As a reaction SMILES: [CH2:1]([O:3][C:4](=[O:13])[CH2:5][C:6]1[CH:11]=[CH:10][C:9]([CH3:12])=[CH:8][N:7]=1)[CH3:2].Cl[CH2:15][CH2:16][CH2:17][CH2:18]Cl>>[CH2:1]([O:3][C:4]([C:5]1([C:6]2[CH:11]=[CH:10][C:9]([CH3:12])=[CH:8][N:7]=2)[CH2:18][CH2:17][CH2:16][CH2:15]1)=[O:13])[CH3:2]. Procedure details: The product of Step 1, above (43), was dialkylated as described in Example 1, Step 1, using 1,4-dichlorobutane to obtain the title compound (44). Starting materials: ClC1=CC=C(OC2=CC=C(OCC(=O)O)C=C2)C=C1 (4-(4-chlorophenoxy)-phenoxy-acetic acid), S(=O)(Cl)Cl (thionyl chloride). Solvent: C1=CC=CC=C1 (benzene). The product is ClC1=CC=C(OC2=CC=C(OCC(=O)Cl)C=C2)C=C1 (4-(4-Chlorophenoxy)-phenoxy-acetyl chloride). RXN SMILES: [Cl:1][C:2]1[CH:19]=[CH:18][C:5]([O:6][C:7]2[CH:17]=[CH:16][C:10]([O:11][CH2:12][C:13](O)=[O:14])=[CH:9][CH:8]=2)=[CH:4][CH:3]=1.S(Cl)([Cl:22])=O>C1C=CC=CC=1>[Cl:1][C:2]1[CH:19]=[CH:18][C:5]([O:6][C:7]2[CH:17]=[CH:16][C:10]([O:11][CH2:12][C:13]([Cl:22])=[O:14])=[CH:9][CH:8]=2)=[CH:4][CH:3]=1. Reported procedure: A mixture of 8.3 g (0.0298 mol) of 4-(4-chlorophenoxy)-phenoxy-acetic acid (CRL 40 333) prepared as indicated in Example 19 and of 10.8 ml (0.1500 mol) of thionyl chloride is heated to the reflux temperature for 30 minutes. After having taken up the reaction mixture in benzene and evaporated the solution to dryness under reduced pressure, 8.7 g of a beige powder are obtained. Reactants: C(#N)C=1C(=NC(=C(N1)C1=NN(C(C=C1)=O)C(C)C)C1=CC=C(C=C1)F)N=CN(C)C (N′-[3-cyano-6-(4-fluorophenyl)-5-(1-isopropyl-6-oxo-1,6-dihydro-3-pyridazinyl)-2-pyrazinyl]-N,N-dimethylimidoformamide), O (water), O (Water), C(=O)(O)[O-].[Na+] (NaHCO3), CCOC(=O)C (EtOAc). Solvent: Cl (HCl), O1CCOCC1 (dioxane). Product: NC=1C(=NC(=C(N1)C1=CC=C(C=C1)F)C1=NN(C(C=C1)=O)C(C)C)C#N (3-amino-5-(4-fluorophenyl)-6-(1-isopropyl-6-oxo-1,6-dihydro-3-pyridazinyl)-2-pyrazinecarbonitrile). Yield: 69432.6%. As a reaction SMILES: [C:1]([C:3]1[C:4]([N:26]=CN(C)C)=[N:5][C:6]([C:19]2[CH:24]=[CH:23][C:22]([F:25])=[CH:21][CH:20]=2)=[C:7]([C:9]2[CH:14]=[CH:13][C:12](=[O:15])[N:11]([CH:16]([CH3:18])[CH3:17])[N:10]=2)[N:8]=1)#[N:2].O.C([O-])(O)=O.[Na+].CCOC(C)=O>Cl.O1CCOCC1>[NH2:26][C:4]1[C:3]([C:1]#[N:2])=[N:8][C:7]([C:9]2[CH:14]=[CH:13][C:12](=[O:15])[N:11]([CH:16]([CH3:18])[CH3:17])[N:10]=2)=[C:6]([C:19]2[CH:24]=[CH:23][C:22]([F:25])=[CH:21][CH:20]=2)[N:5]=1 |f:2.3|. Procedure details: A solution of N′-[3-cyano-6-(4-fluorophenyl)-5-(1-isopropyl-6-oxo-1,6-dihydro-3-pyridazinyl)-2-pyrazinyl]-N,N-dimethylimidoformamide (100 mg) in 4N HCl in dioxane (2 ml) and water (2 ml) was stirred at 25° C. for 15 hours. Water, aq. NaHCO3 and EtOAc were added to the reaction mixture. The organic layer was separated, and dried over MgSO4. The solvent was removed in vacuo. The residue was purified by silica gel column chromatography eluted with a mixture of n-hexane and EtOAc. The fractions were... Starting materials: CCOC(=O)c1ccc2c(c1)CC(C)(C)C(c1cc(Cl)cc(N3CCOCC3)c1)N2, CCO, Cl, [Li+], C1CCOC1, [OH-], O, O. Yields the product CC1(C)Cc2cc(C(=O)O)ccc2NC1c1cc(Cl)cc(N2CCOCC2)c1. Reaction SMILES: [CH2:1]([CH3:2])[O:3][C:4](=[O:5])[c:6]1[cH:7][c:8]2[c:13]([cH:14][cH:15]1)[NH:12][CH:11]([c:16]1[cH:17][c:18]([Cl:28])[cH:19][c:20]([N:22]3[CH2:23][CH2:24][O:25][CH2:26][CH2:27]3)[cH:21]1)[C:10]([CH3:29])([CH3:30])[CH2:9]2.[CH3:36][CH2:37][OH:38].[ClH:35].[Li+:33].[O:39]1[CH2:40][CH2:41][CH2:42][CH2:43]1.[OH-:32].[OH2:31].[OH2:34]>>[O:3]=[C:4]([OH:5])[c:6]1[cH:7][c:8]2[c:13]([cH:14][cH:15]1)[NH:12][CH:11]([c:16]1[cH:17][c:18]([Cl:28])[cH:19][c:20]([N:22]3[CH2:23][CH2:24][O:25][CH2:26][CH2:27]3)[cH:21]1)[C:10]([CH3:29])([CH3:30])[CH2:9]2. Reactants: Cl, [H-], [H][H], [Na+], C1CCOC1, O, O=C=Nc1ccccc1, CCCC(=O)Nc1cnns1. The product is CCCC(=O)N(C(=O)Nc1ccccc1)c1cnns1. As a reaction SMILES: [ClH:25].[H-:12].[H:14][H:15].[Na+:13].[O:26]1[CH2:27][CH2:28][CH2:29][CH2:30]1.[OH2:31].[c:16]1([N:22]=[C:23]=[O:24])[cH:17][cH:18][cH:19][cH:20][cH:21]1.[s:1]1[n:2][n:3][cH:4][c:5]1[NH:6][C:7]([CH2:8][CH2:9][CH3:10])=[O:11]>>[s:1]1[n:2][n:3][cH:4][c:5]1[N:6]([C:7]([CH2:8][CH2:9][CH3:10])=[O:11])[C:23]([NH:22][c:16]1[cH:17][cH:18][cH:19][cH:20][cH:21]1)=[O:24]. RXN SMILES: [CH3:26][N:27]([CH3:28])[CH:29]=[O:30].[Cl-:24].[Li+:23].[OH2:25].[OH:1][CH2:2][c:3]1[cH:4][c:5](-[c:13]2[cH:14][cH:15][cH:16][cH:17][cH:18]2)[c:6]([C:7](=[O:8])[O:9][CH3:10])[cH:11][cH:12]1.[S:19]([Cl:20])([Cl:21])=[O:22]>>[CH2:2]([c:3]1[cH:4][c:5](-[c:13]2[cH:14][cH:15][cH:16][cH:17][cH:18]2)[c:6]([C:7](=[O:8])[O:9][CH3:10])[cH:11][cH:12]1)[Cl:21]. The reactants are CN(C)C=O, [Cl-], [Li+], O, COC(=O)c1ccc(CO)cc1-c1ccccc1, O=S(Cl)Cl. Yields the product COC(=O)c1ccc(CCl)cc1-c1ccccc1. Starting materials: C([C@@H]1[C@@H]([C@@H]([C@H]([C@@H](O1)O[C@@H]2[C@H](O[C@@]([C@H]2O)(CO)O)CO)O)O)O)O (lactitol), C([C@@H]1[C@H]([C@@H]([C@H]([C@H](O1)O[C@]2([C@H]([C@@H]([C@H](O2)CO)O)O)CO)O)O)O)O (sucrose). The product is C([C@@H]1[C@H]([C@@H]([C@H]([C@H](O1)O[C@]2([C@H]([C@@H]([C@H](O2)CO)O)O)CO)O)O)O)O.C([C@@H]1[C@@H]([C@@H]([C@H]([C@@H](O1)O[C@@H]2[C@H](O[C@@]([C@H]2O)(CO)O)CO)O)O)O)O (sucrose lactitol). Reaction SMILES: [CH2:1]([OH:23])[C@H:2]1[O:7][C@@H:6]([O:8][C@H:9]2[C@H:13]([OH:14])[C@@:12]([OH:17])([CH2:15][OH:16])[O:11][C@@H:10]2[CH2:18][OH:19])[C@H:5]([OH:20])[C@@H:4]([OH:21])[C@H:3]1[OH:22].[CH2:24]([OH:46])[C@H:25]1[O:30][C@H:29]([O:31][C@:32]2([CH2:41][OH:42])[O:36][C@H:35]([CH2:37][OH:38])[C@@H:34]([OH:39])[C@@H:33]2[OH:40])[C@H:28]([OH:43])[C@@H:27]([OH:44])[C@@H:26]1[OH:45]>>[CH2:24]([OH:46])[C@H:25]1[O:30][C@H:29]([O:31][C@:32]2([CH2:41][OH:42])[O:36][C@H:35]([CH2:37][OH:38])[C@@H:34]([OH:39])[C@@H:33]2[OH:40])[C@H:28]([OH:43])[C@@H:27]([OH:44])[C@@H:26]1[OH:45].[CH2:1]([OH:23])[C@H:2]1[O:7][C@@H:6]([O:8][C@H:9]2[C@H:13]([OH:14])[C@@:12]([OH:17])([CH2:15][OH:16])[O:11][C@@H:10]2[CH2:18][OH:19])[C@H:5]([OH:20])[C@@H:4]([OH:21])[C@H:3]1[OH:22] |f:2.3|. Reported procedure: A mixture of lactitol in fine powder, from 100 to 50 mesh, and air, in a mixing ratio of 10-20%, v/v, is injected from the center nozzle of a two-fluid nozzle attached on the top of a spray-drying tower. Separately, a 75% aqueous sucrose solution which is cooled gradually with agitation and which is beginning to crystallize is sprayed through the outer nozzle applying a pressure of 50 to 100 kg/cm2 to allow the sprayed solution to contact with powderd lactitol and then the mixture is dried with ... The reactants are C1(=CC=CC=C1)C (toluene), ice, N1CCCC1 (pyrrolidine), BrCC(=O)OCC (ethyl bromoacetate). Solvent: O1CCCC1 (tetrahydrofuran). Product: N1(CCCC1)CC(=O)OCC (ETHYL 1-PYRROLIDINEACETATE). As a reaction SMILES: [NH:1]1[CH2:5][CH2:4][CH2:3][CH2:2]1.Br[CH2:7][C:8]([O:10][CH2:11][CH3:12])=[O:9].C1(C)C=CC=CC=1>O1CCCC1>[N:1]1([CH2:7][C:8]([O:10][CH2:11][CH3:12])=[O:9])[CH2:5][CH2:4][CH2:3][CH2:2]1. Reported procedure: To an ice bath-cooled solution of 213.4 g (3 mol) of pyrrolidine in 450 mL of tetrahydrofuran was added dropwise over about 2 hours 250.5 g (1.5 mol) of ethyl bromoacetate, maintaining the temperature below 30° C. To this solution was added 150 mL of toluene to precipitate pyrrolidinium bromide, which was separated by filtration. The filtrate was evaporated under vacuum to provide a residue of about 241 g of ethyl 1-pyrrolinidineacetate. Reactants: C=CCNc1nc(OCc2ccc(F)cc2F)c(Cl)c(=O)n1-c1cc(C(=O)OC)ccc1C, [Na+], C1COCCO1, [OH-], O=C(O)CC(O)(CC(=O)O)C(=O)O. Yields the product C=CCNc1nc(OCc2ccc(F)cc2F)c(Cl)c(=O)n1-c1cc(C(=O)O)ccc1C. Reaction SMILES: [CH2:1]([CH:2]=[CH2:3])[NH:4][c:5]1[n:6](-[c:23]2[cH:24][c:25]([C:26](=[O:27])[O:28][CH3:29])[cH:30][cH:31][c:32]2[CH3:33])[c:7](=[O:22])[c:8]([Cl:21])[c:9]([O:11][CH2:12][c:13]2[c:14]([F:20])[cH:15][c:16]([F:19])[cH:17][cH:18]2)[n:10]1.[Na+:35].[O:49]1[CH2:50][CH2:51][O:52][CH2:53][CH2:54]1.[OH-:34].[OH:36][C:37]([CH2:38][C:39]([C:40](=[O:41])[OH:42])([CH2:43][C:44](=[O:45])[OH:46])[OH:47])=[O:48]>>[CH2:1]([CH:2]=[CH2:3])[NH:4][c:5]1[n:6](-[c:23]2[cH:24][c:25]([C:26](=[O:27])[OH:28])[cH:30][cH:31][c:32]2[CH3:33])[c:7](=[O:22])[c:8]([Cl:21])[c:9]([O:11][CH2:12][c:13]2[c:14]([F:20])[cH:15][c:16]([F:19])[cH:17][cH:18]2)[n:10]1.